Dataset: the Open Reaction Database (ORD), a public repository of structured organic reaction records. Task: describe an organic reaction: reactants, conditions, products, and yield Reactants: C1(=C(C=CC=C1)C=1C=C2C(NC(=NC2=CC1)N1N=CC(=C1)C(=O)OCC)=O)C (ethyl 1-(6-(o-tolyl)-4-oxo-3,4-dihydroquinazolin-2-yl)-1H-pyrazole-4-carboxylate), C(C)NC (N-ethyl-N-methylamine). Yields the product C(C)N(C1=NC(=NC2=CC=C(C=C12)C1=C(C=CC=C1)C)N1N=CC(=C1)C(=O)O)C (1-(4-(Ethyl(methyl)amino)-6-(o-tolyl)quinazolin-2-yl)-1H-pyrazole-4-carboxylic acid). RXN SMILES: [C:1]1([CH3:28])[CH:6]=[CH:5][CH:4]=[CH:3][C:2]=1[C:7]1[CH:8]=[C:9]2[C:14](=[CH:15][CH:16]=1)[N:13]=[C:12]([N:17]1[CH:21]=[C:20]([C:22]([O:24]CC)=[O:23])[CH:19]=[N:18]1)[NH:11][C:10]2=O.[CH2:29]([NH:31][CH3:32])[CH3:30]>>[CH2:29]([N:31]([CH3:32])[C:10]1[C:9]2[C:14](=[CH:15][CH:16]=[C:7]([C:2]3[CH:3]=[CH:4][CH:5]=[CH:6][C:1]=3[CH3:28])[CH:8]=2)[N:13]=[C:12]([N:17]2[CH:21]=[C:20]([C:22]([OH:24])=[O:23])[CH:19]=[N:18]2)[N:11]=1)[CH3:30]. Reported procedure: The above compound may be made analogous to Example 1 using ethyl 1-(6-(o-tolyl)-4-oxo-3,4-dihydroquinazolin-2-yl)-1H-pyrazole-4-carboxylate in step D and N-ethyl-N-methylamine in step E. MS (ESI/CI): predicted mass C22H21N5O2, 387.2.